From a dataset of the Open Reaction Database (ORD), a public repository of structured organic reaction records. describe an organic reaction: reactants, conditions, products, and yield Yields the product COC(=O)C1CCCN(CCCN2c3ccccc3CCc3ccccc32)C1C. Starting materials: O=C([O-])[O-], CCC(C)=O, COC(=O)C1CCCNC1C, ClCCCN1c2ccccc2CCc2ccccc21, Cl, [I-], [K+], [K+], [K+]. RXN SMILES: [C:22](=[O:23])([O-:24])[O-:25].[CH2:40]([C:41]([CH3:42])=[O:43])[CH3:44].[CH3:29][O:30][C:31](=[O:32])[CH:33]1[CH:34]([CH3:39])[NH:35][CH2:36][CH2:37][CH2:38]1.[Cl:3][CH2:4][CH2:5][CH2:6][N:7]1[c:8]2[c:9]([cH:18][cH:19][cH:20][cH:21]2)[CH2:10][CH2:11][c:12]2[c:13]1[cH:14][cH:15][cH:16][cH:17]2.[ClH:28].[I-:2].[K+:1].[K+:26].[K+:27]>>[CH2:4]([CH2:5][CH2:6][N:7]1[c:8]2[c:9]([cH:18][cH:19][cH:20][cH:21]2)[CH2:10][CH2:11][c:12]2[c:13]1[cH:14][cH:15][cH:16][cH:17]2)[N:35]1[CH:34]([CH3:39])[CH:33]([C:31]([O:30][CH3:29])=[O:32])[CH2:38][CH2:37][CH2:36]1. Starting materials: NC1=CC=C(C=C1)C1=CC=C2CN(C(C2=C1)=O)[C@H](C(=O)OC)C(C)C ((S)-Methyl 2-(6-(4-aminophenyl)-1-oxoisoindolin-2-yl)-3-methylbutanoate), CC(C(C(=O)OC)N1CC2=CC=C(C=C2C1)C1=CC=C(C=C1)[N+](=O)[O-])C (Methyl 3-methyl-2-(5-(4-nitrophenyl)isoindolin-2-yl)butanoate). Yields the product NC1=CC=C(C=C1)C=1C=C2CN(CC2=CC1)C(C(=O)OC)C(C)C (Methyl 2-(5-(4-aminophenyl)isoindolin-2-yl)-3-methylbutanoate). Yield: 55.0%. Reaction SMILES: [NH2:1][C:2]1[CH:7]=[CH:6][C:5]([C:8]2[CH:16]=[C:15]3[C:11]([CH2:12][N:13]([C@@H:18]([CH:23]([CH3:25])[CH3:24])[C:19]([O:21][CH3:22])=[O:20])[C:14]3=O)=[CH:10][CH:9]=2)=[CH:4][CH:3]=1.CC(C)C(N1CC2C(=CC=C(C3C=CC([N+]([O-])=O)=CC=3)C=2)C1)C(OC)=O>>[NH2:1][C:2]1[CH:3]=[CH:4][C:5]([C:8]2[CH:16]=[C:15]3[C:11](=[CH:10][CH:9]=2)[CH2:12][N:13]([CH:18]([CH:23]([CH3:25])[CH3:24])[C:19]([O:21][CH3:22])=[O:20])[CH2:14]3)=[CH:6][CH:7]=1. Reported procedure: The compound of example 673 was prepared analogous to the compound of example 6 by reduction of the compound of example 672.